This data is from the Open Reaction Database (ORD), a public repository of structured organic reaction records. The task is: describe an organic reaction: reactants, conditions, products, and yield Reactants: O=C(O)C(=O)O, CO, CN(CCCC1(c2ccc(F)cc2)OCCO1)CC(=O)N1CCC(Oc2cccc(Cl)c2)CC1, [H][H]. The product is O=C(O)C(=O)O, CN(CCCC1(c2ccc(F)cc2)OCCO1)CC(=O)N1CCC(Oc2ccccc2)CC1. Reaction SMILES: [C:1]([C:2](=[O:3])[OH:4])(=[O:5])[OH:6].[CH3:43][OH:44].[F:7][c:8]1[cH:9][cH:10][c:11]([C:14]2([CH2:19][CH2:20][CH2:21][N:22]([CH3:23])[CH2:24][C:25](=[O:26])[N:27]3[CH2:28][CH2:29][CH:30]([O:33][c:34]4[cH:35][c:36]([Cl:40])[cH:37][cH:38][cH:39]4)[CH2:31][CH2:32]3)[O:15][CH2:16][CH2:17][O:18]2)[cH:12][cH:13]1.[H:41][H:42]>>[C:1]([C:2](=[O:3])[OH:4])(=[O:5])[OH:6].[F:7][c:8]1[cH:9][cH:10][c:11]([C:14]2([CH2:19][CH2:20][CH2:21][N:22]([CH3:23])[CH2:24][C:25](=[O:26])[N:27]3[CH2:28][CH2:29][CH:30]([O:33][c:34]4[cH:35][cH:36][cH:37][cH:38][cH:39]4)[CH2:31][CH2:32]3)[O:15][CH2:16][CH2:17][O:18]2)[cH:12][cH:13]1.